Dataset: the Open Reaction Database (ORD), a public repository of structured organic reaction records. Task: describe an organic reaction: reactants, conditions, products, and yield Starting materials: Cl.NCCC1=CC=C(C=C1)CCCCCCCCCC(=O)OCC (ethyl 9-[4-(2-aminoethyl)-phenyl]-nonane-carboxylate hydrochloride), ClC=1C=CC(=C(C(=O)Cl)C1)OC (5-chloro-2-methoxybenzoyl chloride). Product: ClC=1C=CC(=C(C(=O)NCCC2=CC=C(C=C2)CCCCCCCCCC(=O)O)C1)OC (9-{4-[2-(5-chloro-2-methoxybenzamido)-ethyl]-phenyl}-nonane-carboxylic acid). RXN SMILES: Cl.[NH2:2][CH2:3][CH2:4][C:5]1[CH:10]=[CH:9][C:8]([CH2:11][CH2:12][CH2:13][CH2:14][CH2:15][CH2:16][CH2:17][CH2:18][CH2:19][C:20]([O:22]CC)=[O:21])=[CH:7][CH:6]=1.[Cl:25][C:26]1[CH:27]=[CH:28][C:29]([O:35][CH3:36])=[C:30]([CH:34]=1)[C:31](Cl)=[O:32]>>[Cl:25][C:26]1[CH:27]=[CH:28][C:29]([O:35][CH3:36])=[C:30]([CH:34]=1)[C:31]([NH:2][CH2:3][CH2:4][C:5]1[CH:6]=[CH:7][C:8]([CH2:11][CH2:12][CH2:13][CH2:14][CH2:15][CH2:16][CH2:17][CH2:18][CH2:19][C:20]([OH:22])=[O:21])=[CH:9][CH:10]=1)=[O:32] |f:0.1|. Reported procedure: By the reaction of ethyl 9-[4-(2-aminoethyl)-phenyl]-nonane-carboxylate hydrochloride (m.p. 135°-138° C.) with 5-chloro-2-methoxybenzoyl chloride, there is obtained 9-{4-[2-(5-chloro-2-methoxybenzamido)-ethyl]-phenyl}-nonane-carboxylic acid; m.p. 97°-100° C., after recrystallization from ethyl acetate.